Dataset: the Open Reaction Database (ORD), a public repository of structured organic reaction records. Task: describe an organic reaction: reactants, conditions, products, and yield Starting materials: C(C1=CC=CC=C1)OC(=O)OC[C@@H]1[C@H]([C@H]([C@@H](O1)N1C(=O)NC(=O)C(=C1)F)OC(CNC(C(CCC)CCC)=O)=O)OC(CNC(C(CCC)CCC)=O)=O (5'-O-benzyloxycarbonyl-2',3'-bis-O-[N-(2-n-propyl-n-pentanoyl)glycyl]-5-fluorouridine). Reagents/catalysts: [C].[Pd] (palladium carbon). Solvent: C(C)O (ethanol). Reaction conditions: time 50 minute. Yields the product C(CC)C(C(=O)NCC(=O)O[C@H]1[C@@H](O[C@@H]([C@H]1OC(CNC(C(CCC)CCC)=O)=O)CO)N1C(=O)NC(=O)C(=C1)F)CCC (2',3'-bis-O-[N-(2-n-propyl-n-pentanoyl)-glycyl]-5-fluorouridine). Yield: 70.5%. RXN SMILES: C(OC([O:11][CH2:12][C@H:13]1[O:17][C@@H:16]([N:18]2[CH:25]=[C:24]([F:26])[C:22](=[O:23])[NH:21][C:19]2=[O:20])[C@H:15]([O:27][C:28](=[O:40])[CH2:29][NH:30][C:31](=[O:39])[CH:32]([CH2:36][CH2:37][CH3:38])[CH2:33][CH2:34][CH3:35])[C@@H:14]1[O:41][C:42](=[O:54])[CH2:43][NH:44][C:45](=[O:53])[CH:46]([CH2:50][CH2:51][CH3:52])[CH2:47][CH2:48][CH3:49])=O)C1C=CC=CC=1>C(O)C.[C].[Pd]>[CH2:33]([CH:32]([CH2:36][CH2:37][CH3:38])[C:31]([NH:30][CH2:29][C:28]([O:27][C@@H:15]1[C@H:14]([O:41][C:42](=[O:54])[CH2:43][NH:44][C:45](=[O:53])[CH:46]([CH2:50][CH2:51][CH3:52])[CH2:47][CH2:48][CH3:49])[C@@H:13]([CH2:12][OH:11])[O:17][C@H:16]1[N:18]1[CH:25]=[C:24]([F:26])[C:22](=[O:23])[NH:21][C:19]1=[O:20])=[O:40])=[O:39])[CH2:34][CH3:35] |f:2.3|. Reported procedure: After dissolving 0.62 g of 5'-O-benzyloxycarbonyl-2',3'-bis-O-[N-(2-n-propyl-n-pentanoyl)glycyl]-5-fluorouridine in 25 ml of ethanol, 0.2 g of 5% palladium carbon was added to the solution and the mixture was stirred under hydrogen stream, at room temperature and atmospheric pressure for 50 minutes. After the catalyst was filtered off, the residue obtained by condensing the reaction mixture under reduced pressure was applied to silica gel column chromatography to give 0.36 g (Yield: 68%) of the ... Starting materials: ClC1=C(N)C(=CC(=C1)I)Cl (2,6-dichloro-4-iodoaniline), CC(C)([O-])C.[Na+] (sodium tert-butoxide), ClC1=NC2=CC=NC=C2C2=C1C=CN=C2OCC (6-chloro-10-ethoxypyrido[4,3-c]-1,6-naphthyridine), ClC1=NC2=CC=NC=C2C2=C1C=CN=C2Cl (6,10-dichloropyrido[4,3-c]-1,6-naphthyridine). Solvent: C1CCOC1 (THF). Reaction conditions: temperature 85 celsius. Yields the product ClC1=NC=CC=2C(=NC3=CC=NC=C3C21)NC2=C(C=C(C=C2Cl)I)Cl (10-chloro-N-(2,6-dichloro-4-iodophenyl)pyrido[4,3-c]-1,6-naphthyridin-6-amine), ClC1=C(C(=CC(=C1)I)Cl)NC1=NC2=CC=NC=C2C2=C1C=CN=C2OCC (N-(2,6-dichloro-4-iodophenyl)-10-ethoxypyrido[4,3-c]-1,6-naphthyridin-6-amine). Reaction SMILES: Cl[C:2]1[C:11]2[CH:12]=[CH:13][N:14]=[C:15]([O:16][CH2:17][CH3:18])[C:10]=2[C:9]2[C:4](=[CH:5][CH:6]=[N:7][CH:8]=2)[N:3]=1.Cl[C:20]1[C:29]2[CH:30]=[CH:31][N:32]=[C:33]([Cl:34])[C:28]=2[C:27]2[C:22](=[CH:23][CH:24]=[N:25][CH:26]=2)[N:21]=1.[Cl:35][C:36]1[CH:42]=[C:41]([I:43])[CH:40]=[C:39]([Cl:44])[C:37]=1[NH2:38].CC(C)([O-])C.[Na+]>C1COCC1>[Cl:34][C:33]1[C:28]2[C:27]3[C:22](=[CH:23][CH:24]=[N:25][CH:26]=3)[N:21]=[C:20]([NH:38][C:37]3[C:36]([Cl:35])=[CH:42][C:41]([I:43])=[CH:40][C:39]=3[Cl:44])[C:29]=2[CH:30]=[CH:31][N:32]=1.[Cl:35][C:36]1[CH:42]=[C:41]([I:43])[CH:40]=[C:39]([Cl:44])[C:37]=1[NH:38][C:2]1[C:11]2[CH:12]=[CH:13][N:14]=[C:15]([O:16][CH2:17][CH3:18])[C:10]=2[C:9]2[C:4](=[CH:5][CH:6]=[N:7][CH:8]=2)[N:3]=1 |f:3.4|. Reported procedure: To a mixture of 6-chloro-10-ethoxypyrido[4,3-c]-1,6-naphthyridine (Example 133, Step 3) (200 mg, 0.770 mmol) and 6,10-dichloropyrido[4,3-c]-1,6-naphthyridine (Example 133, Step 3)(193, 0.770 mmol) in THF (12 mL) were added 2,6-dichloro-4-iodoaniline (443 mg, 1.54 mmol) and sodium tert-butoxide (444 mg, 4.62 mmol) and the mixture was heated to 85° C. for 1 hr. After cooling to room temperature, the mixture was extracted with EtOAc. The organic layers were dried with MgSO4, filtered, and concentra... Starting materials: C([O-])(O)=O.[Na+] (sodium bicarbonate), C([O-])(O)=O.[Na+] (sodium bicarbonate), ClC1=C(C=CC(=C1)Cl)C1=CC=2N(C(N1)=O)N=C(N2)C2CCN(CC2)C (7-(2,4-Dichlorophenyl)-2-(1-methylpiperidin-4-yl)[1,2,4]triazolo[1,5-c]pyrimidin-5(6H)-one), P(=O)(Cl)(Cl)Cl (phosphorus oxychloride). Reagents/catalysts: [Cl-].C(C1=CC=CC=C1)[N+](CC)(CC)CC (benzyltriethylammonium chloride). Run at temperature 120 celsius, time 3 hour. Yields the product ClC1=NC(=CC=2N1N=C(N2)C2CCN(CC2)C)C2=C(C=C(C=C2)Cl)Cl (5-Chloro-7-(2,4-dichlorophenyl)-2-(1-methylpiperidin-4-yl)[1,2,4]triazolo[1,5-c]pyrimidine). Reaction SMILES: [Cl:1][C:2]1[CH:7]=[C:6]([Cl:8])[CH:5]=[CH:4][C:3]=1[C:9]1[NH:14][C:13](=O)[N:12]2[N:16]=[C:17]([CH:19]3[CH2:24][CH2:23][N:22]([CH3:25])[CH2:21][CH2:20]3)[N:18]=[C:11]2[CH:10]=1.C(=O)(O)[O-].[Na+].P(Cl)(Cl)([Cl:33])=O>[Cl-].C([N+](CC)(CC)CC)C1C=CC=CC=1>[Cl:33][C:13]1[N:12]2[N:16]=[C:17]([CH:19]3[CH2:24][CH2:23][N:22]([CH3:25])[CH2:21][CH2:20]3)[N:18]=[C:11]2[CH:10]=[C:9]([C:3]2[CH:4]=[CH:5][C:6]([Cl:8])=[CH:7][C:2]=2[Cl:1])[N:14]=1 |f:1.2,4.5|. Procedure details: 270 mg (0.71 mmol) of 7-(2,4-dichlorophenyl)-2-(1-methylpiperidin-4-yl)[1,2,4]triazolo[1,5-c]pyrimidin-5(6H)-one (Example 48A) were initially charged in phosphorus oxychloride (2 ml), 650 mg (2.90 mmol) of benzyltriethylammonium chloride were added and the mixture was then stirred at 120° C. for 3 h. The reaction mixture was poured into saturated aqueous sodium bicarbonate solution (150 ml), and solid sodium bicarbonate was added until a pH of 7 had been reached. The solid was filtered off with ... Reactants: Cl.N=1N(N=CC1)C=1C=C(C[C@H]2NCCCC2)C=CC1 ((S)-2-(3-[1,2,3]triazol-2-yl-benzyl)-piperidine hydrochloride), CC=1C=CC(=C(C(=O)O)C1)N1N=CC=N1 (5-methyl-2-(2H-1,2,3-triazol-2-yl)benzoic acid). Product: CC=1C=CC(=C(C1)C(=O)N1[C@@H](CCCC1)CC1=CC(=CC=C1)N1N=CC=N1)N1N=CC=N1 ((5-Methyl-2-[1,2,3]triazol-2-yl-phenyl)-[(S)-2-(3-[1,2,3]triazol-2-yl-benzyl)-piperidin-1-yl]-methanone). RXN SMILES: Cl.[N:2]1[N:3]([C:7]2[CH:8]=[C:9]([CH:17]=[CH:18][CH:19]=2)[CH2:10][C@@H:11]2[CH2:16][CH2:15][CH2:14][CH2:13][NH:12]2)[N:4]=[CH:5][CH:6]=1.[CH3:20][C:21]1[CH:22]=[CH:23][C:24]([N:30]2[N:34]=[CH:33][CH:32]=[N:31]2)=[C:25]([CH:29]=1)[C:26](O)=[O:27]>>[CH3:20][C:21]1[CH:22]=[CH:23][C:24]([N:30]2[N:34]=[CH:33][CH:32]=[N:31]2)=[C:25]([C:26]([N:12]2[CH2:13][CH2:14][CH2:15][CH2:16][C@H:11]2[CH2:10][C:9]2[CH:17]=[CH:18][CH:19]=[C:7]([N:3]3[N:4]=[CH:5][CH:6]=[N:2]3)[CH:8]=2)=[O:27])[CH:29]=1 |f:0.1|. Procedure details: The title compound was prepared from (S)-2-(3-[1,2,3]triazol-2-yl-benzyl)-piperidine hydrochloride and 5-methyl-2-(2H-1,2,3-triazol-2-yl)benzoic acid E-3 following the procedure described for B-28. LC-MS D: tR=0.94 min; [M+H]+=427.92. Reactants: NC=1N=CC(=NC1C1=CC=CC=C1)C=1SC(=CN1)N(C(OC(C)(C)C)=O)C(C)C (tert-butyl 2-(5-amino-6-phenylpyrazin-2-yl)thiazol-5-yl(isopropyl)carbamate), ClCC=O (chloroacetaldehyde). Solvent: CCO (EtOH). Conditions: temperature 60 celsius. Yields the product C(C)(C)N(C(OC(C)(C)C)=O)C1=CN=C(S1)C=1N=C(C=2N(C1)C=CN2)C2=CC=CC=C2 (tert-butyl isopropyl(2-(8-phenylimidazo[1,2-a]pyrazin-6-yl)thiazol-5-yl)carbamate). Reaction SMILES: [NH2:1][C:2]1[N:3]=[CH:4][C:5]([C:14]2[S:15][C:16]([N:19]([CH:27]([CH3:29])[CH3:28])[C:20](=[O:26])[O:21][C:22]([CH3:25])([CH3:24])[CH3:23])=[CH:17][N:18]=2)=[N:6][C:7]=1[C:8]1[CH:13]=[CH:12][CH:11]=[CH:10][CH:9]=1.Cl[CH2:31][CH:32]=O>CCO>[CH:27]([N:19]([C:16]1[S:15][C:14]([C:5]2[N:6]=[C:7]([C:8]3[CH:13]=[CH:12][CH:11]=[CH:10][CH:9]=3)[C:2]3[N:3]([CH:31]=[CH:32][N:1]=3)[CH:4]=2)=[N:18][CH:17]=1)[C:20](=[O:26])[O:21][C:22]([CH3:23])([CH3:24])[CH3:25])([CH3:29])[CH3:28]. Procedure details: A solution of tert-butyl 2-(5-amino-6-phenylpyrazin-2-yl)thiazol-5-yl(isopropyl)carbamate (23.7 mg, 0.06 mmol) in EtOH (0.25 mL) was added chloroacetaldehyde (11.8 μL, 50% in water) and the reaction mixture was then heated to 60° C. for 24 h and then concentrated to dryness. The crude product was dried under high vacuum and used without further purification. The reactants are CON=C1COC2=C1C=CC(=C2)OCC2=C(C=CC=C2)NO (N-[2-(3-methoxyimino-2,3-dihydro-benzofuran-6-yloxymethyl)phenyl]-N-hydroxyamine), N1=CC=CC=C1 (pyridine), ClC(=O)OC (methyl chloroformate). The solvent is ClCCl (dichloromethane). Reaction conditions: time 8 hour. Yields the product CON=C1COC2=C1C=CC(=C2)OCC2=C(C=CC=C2)N(C(OC)=O)O (methyl N-[2-(3-methoxyimino-2,3-dihydrobenzofuran-6-yloxymethyl)phenyl]-N-hydroxycarbamate). Yield: 35.8%. Reaction SMILES: [CH3:1][O:2][N:3]=[C:4]1[C:8]2[CH:9]=[CH:10][C:11]([O:13][CH2:14][C:15]3[CH:20]=[CH:19][CH:18]=[CH:17][C:16]=3[NH:21][OH:22])=[CH:12][C:7]=2[O:6][CH2:5]1.N1C=CC=CC=1.Cl[C:30]([O:32][CH3:33])=[O:31]>ClCCl>[CH3:1][O:2][N:3]=[C:4]1[C:8]2[CH:9]=[CH:10][C:11]([O:13][CH2:14][C:15]3[CH:20]=[CH:19][CH:18]=[CH:17][C:16]=3[N:21]([OH:22])[C:30](=[O:31])[O:32][CH3:33])=[CH:12][C:7]=2[O:6][CH2:5]1. Procedure: A solution of 4.8 g of N-[2-(3-methoxyimino-2,3-dihydro-benzofuran-6-yloxymethyl)phenyl]-N-hydroxyamine and 1.3 g of pyridine in 50 ml of dichloromethane was cooled to 0° C. 1.4 g of methyl chloroformate was dropped into the solution. The temperature was slowly elevated to room temperature, and the reaction was further carried out for 8 hours. After the completion of the reaction, the reaction liquid was washed with a dilute aqueous hydrochloric acid solution and aqueous NaCl solution and then d...